From a dataset of the Open Reaction Database (ORD), a public repository of structured organic reaction records. describe an organic reaction: reactants, conditions, products, and yield Reactants: [Cl-].[Na+] (sodium chloride), ClC1=C(C=CC=C1)C=1N(C(=NN1)C(C)(C)NC1=CC=CC=C1)C (N-{1-[5-(2-chlorophenyl)-4-methyl-4H-1,2,4-triazol-3-yl]-1-methylethyl}aniline), C=O (formaldehyde), S(O)(O)(=O)=O (sulfuric acid), [BH4-].[Na+] (sodium borohydride), [OH-].[Na+] (sodium hydroxide). Run in C(Cl)(Cl)Cl (chloroform), C1CCOC1 (THF). Conditions: time 10 minute. Product: ClC1=C(C=CC=C1)C=1N(C(=NN1)C(C)(C)N(C1=CC=CC=C1)C)C (N-{1-[5-(2-chlorophenyl)-4-methyl-4H-1,2,4-triazol-3-yl]-1-methylethyl}-N-methylaniline). Reaction SMILES: [Cl:1][C:2]1[CH:7]=[CH:6][CH:5]=[CH:4][C:3]=1[C:8]1[N:9]([CH3:23])[C:10]([C:13]([NH:16][C:17]2[CH:22]=[CH:21][CH:20]=[CH:19][CH:18]=2)([CH3:15])[CH3:14])=[N:11][N:12]=1.[CH2:24]=O.S(=O)(=O)(O)O.[BH4-].[Na+].[OH-].[Na+].[Cl-].[Na+]>C(Cl)(Cl)Cl.C1COCC1>[Cl:1][C:2]1[CH:7]=[CH:6][CH:5]=[CH:4][C:3]=1[C:8]1[N:9]([CH3:23])[C:10]([C:13]([N:16]([CH3:24])[C:17]2[CH:18]=[CH:19][CH:20]=[CH:21][CH:22]=2)([CH3:15])[CH3:14])=[N:11][N:12]=1 |f:3.4,5.6,7.8|. Reported procedure: To a THF (7 ml) solution of N-{1-[5-(2-chlorophenyl)-4-methyl-4H-1,2,4-triazol-3-yl]-1-methylethyl}aniline (200 mg) were added 36% formaldehyde solution (0.14 ml) and 1.5M sulfuric acid (0.05 ml) and, after stirring at room temperature for 10 minutes, sodium borohydride (81 mg) was added thereto, followed by stirring at room temperature for 10 minutes. After a 1M aqueous sodium hydroxide solution was added to the reaction solution, the reaction solution and chloroform were added to a saturated a... The reactants are C(#N)C(C1=CC=CC=C1)(C1=CC=CC=C1)C1CNCCC1 (3-(R,S)-(1-cyano-1,1-diphenylmethyl)piperidine), BrCCCC1=CC=CC=C1 (1-bromo-3-phenylpropane), C([O-])([O-])=O.[K+].[K+] (potassium carbonate). The solvent is C(C)#N (acetonitrile). Yields the product C(#N)C(C1=CC=CC=C1)(C1=CC=CC=C1)C1CN(CCC1)CCCC1=CC=CC=C1 (3-(R,S)-(1-cyano-1,1-diphenylmethyl)-1-(3-phenylpropyl)piperidine). RXN SMILES: [C:1]([C:3]([CH:16]1[CH2:21][CH2:20][CH2:19][NH:18][CH2:17]1)([C:10]1[CH:15]=[CH:14][CH:13]=[CH:12][CH:11]=1)[C:4]1[CH:9]=[CH:8][CH:7]=[CH:6][CH:5]=1)#[N:2].Br[CH2:23][CH2:24][CH2:25][C:26]1[CH:31]=[CH:30][CH:29]=[CH:28][CH:27]=1.C(=O)([O-])[O-].[K+].[K+]>C(#N)C>[C:1]([C:3]([CH:16]1[CH2:21][CH2:20][CH2:19][N:18]([CH2:23][CH2:24][CH2:25][C:26]2[CH:31]=[CH:30][CH:29]=[CH:28][CH:27]=2)[CH2:17]1)([C:10]1[CH:11]=[CH:12][CH:13]=[CH:14][CH:15]=1)[C:4]1[CH:9]=[CH:8][CH:7]=[CH:6][CH:5]=1)#[N:2] |f:2.3.4|. Procedure: A mixture containing 3-(R,S)-(1-cyano-1,1-diphenylmethyl)piperidine (0.3 g--see EP-A-0178947), 1-bromo-3-phenylpropane (0.238 g), anhydrous potassium carbonate (0.4 g) and acetonitrile (10 ml) was heated under reflux for 5 hours. The mixture was partitioned between dichloromethane (30 ml) and 10% aqueous potassium carbonate (30 ml), the layers separated, and the aqueous layer extracted with dichloromethane (2×20 ml). The combined dichloromethane extracts were dried (MgSO4) and concentrated vacuo... The reactants are [N+](=O)([O-])C1=CC=[N+](C=C1)[O-] (4-nitropyridine-1-oxide), C1(=CC=CC=C1)C (toluene), C1(=CC=CC=C1)C(CO)C1=CC=CC=C1 (2,2-diphenylethanol), [H-].[Na+] (sodium hydride). RXN SMILES: [C:1]1([CH:7]([C:10]2[CH:15]=[CH:14][CH:13]=[CH:12][CH:11]=2)[CH2:8][OH:9])[CH:6]=[CH:5][CH:4]=[CH:3][CH:2]=1.[H-].[Na+].[N+]([C:21]1[CH:26]=[CH:25][N+:24]([O-:27])=[CH:23][CH:22]=1)([O-])=O.C1(C)C=CC=CC=1>CN(C)C=O>[C:10]1([CH:7]([C:1]2[CH:2]=[CH:3][CH:4]=[CH:5][CH:6]=2)[CH2:8][O:9][C:21]2[CH:26]=[CH:25][N+:24]([O-:27])=[CH:23][CH:22]=2)[CH:11]=[CH:12][CH:13]=[CH:14][CH:15]=1 |f:1.2|. Solvent: CN(C=O)C (dimethylformamide), CN(C=O)C (dimethylformamide). Yields the product C1(=CC=CC=C1)C(COC1=CC=[N+](C=C1)[O-])C1=CC=CC=C1 (4-(2,2-Diphenylethoxy)-pyridine-1-oxide). Procedure: 2,2-diphenylethanol (4 g, 0.02 m) was added portionwise to a suspension of sodium hydride (0.48 g, 0.02 m) in dry dimethylformamide (200 ml) under nitrogen. After the reaction had ceased, the mixture was added dropwise to a solution of 4-nitropyridine-1-oxide (2.8 g, 0.02 m) in dry dimethylformamide (100 ml) at 35°-40° C. The mixture was maintained at this temperature for 12 hours and then filtered. The solvent was removed under reduced pressure, leaving a residue that was heated with successive... The reactants are CC#N, Nc1cccc(C(=O)O)c1C(=O)O, O, [NH3+]O, [NH3+]O, [NH3+]O, O=P([O-])([O-])[O-]. Yields the product Nc1cccc2c1C(=O)N(O)C2=O. As a reaction SMILES: [CH3:26][C:27]#[N:28].[NH2:1][c:2]1[c:3]([C:11](=[O:12])[OH:13])[c:4]([C:5](=[O:6])[OH:7])[cH:8][cH:9][cH:10]1.[OH2:25].[OH:19][NH3+:20].[OH:21][NH3+:22].[OH:23][NH3+:24].[P:14]([O-:15])([O-:16])([O-:17])=[O:18]>>[NH2:1][c:2]1[c:3]2[c:4]([cH:8][cH:9][cH:10]1)[C:5](=[O:6])[N:20]([OH:19])[C:11]2=[O:13]. The reactants are C(C)N(CCN1C(C2=C(CCC1)NC(=C2C)C=O)=O)CC (5-(2-diethylamino-ethyl)-3-methyl-4-oxo-1,4,5,6,7,8-hexahydro-pyrrolo[3,2-c]azepine-2-carbaldehyde), FC=1C=C2CC(NC2=CC1NCC1=CC=C(C=C1)F)=O (5-fluoro-6-(4-fluoro-benzylamino)-1,3-dihydro-indol-2-one). Product: C(C)N(CCN1C(C2=C(CCC1)NC(=C2C)\C=C\2/C(NC1=CC(=C(C=C21)F)NCC2=CC=C(C=C2)F)=O)=O)CC ((Z)-5-(2-diethylamino-ethyl)-2-[5-fluoro-6-(4-fluoro-benzylamino)-2-oxo-1,2-dihydro-indol-3-ylidenemethyl]-3-methyl-5,6,7,8-tetrahydro-1H-pyrrolo[3,2-c]azepin-4-one). The yield is 62.2%. RXN SMILES: [CH2:1]([N:3]([CH2:20][CH3:21])[CH2:4][CH2:5][N:6]1[CH2:12][CH2:11][CH2:10][C:9]2[NH:13][C:14]([CH:17]=O)=[C:15]([CH3:16])[C:8]=2[C:7]1=[O:19])[CH3:2].[F:22][C:23]1[CH:24]=[C:25]2[C:29](=[CH:30][C:31]=1[NH:32][CH2:33][C:34]1[CH:39]=[CH:38][C:37]([F:40])=[CH:36][CH:35]=1)[NH:28][C:27](=[O:41])[CH2:26]2>>[CH2:1]([N:3]([CH2:20][CH3:21])[CH2:4][CH2:5][N:6]1[CH2:12][CH2:11][CH2:10][C:9]2[NH:13][C:14](/[CH:17]=[C:26]3\[C:27](=[O:41])[NH:28][C:29]4[C:25]\3=[CH:24][C:23]([F:22])=[C:31]([NH:32][CH2:33][C:34]3[CH:39]=[CH:38][C:37]([F:40])=[CH:36][CH:35]=3)[CH:30]=4)=[C:15]([CH3:16])[C:8]=2[C:7]1=[O:19])[CH3:2]. Procedure: The title compound was prepared under the same conditions as described in step 10 of Example 1 with 5-(2-diethylamino-ethyl)-3-methyl-4-oxo-1,4,5,6,7,8-hexahydro-pyrrolo[3,2-c]azepine-2-carbaldehyde 1j obtained from step 9 of Example 1 and 5-fluoro-6-(4-fluoro-benzylamino)-1,3-dihydro-indol-2-one 3e as starting materials to obtain (Z)-5-(2-diethylamino-ethyl)-2-[5-fluoro-6-(4-fluoro-benzylamino)-2-oxo-1,2-dihydro-indol-3-ylidenemethyl]-3-methyl-5,6,7,8-tetrahydro-1H-pyrrolo[3,2-c]azepin-4-one 3 ...